Dataset: the Open Reaction Database (ORD), a public repository of structured organic reaction records. Task: describe an organic reaction: reactants, conditions, products, and yield The reactants are C(C)OC(=O)C=1C=C2C(=NC1)N(N=C2)CC2=CC=NC=C2 (4-picolyl-1H-pyrazolo[3,4-b]pyridine- 5-carboxylic acid ethyl ester), [Se](=O)=O (selenium dioxide). Reagents/catalysts: O (water). Run in C(C)(=O)O (acetic acid). Product: C(C)OC(=O)C=1C(=C2C(=NC1)NN=C2)O (4-Hydroxy-1H-pyrazolo[3,4-b]pyridine-5-carboxylic acid ethyl ester). Reaction SMILES: [CH2:1]([O:3][C:4]([C:6]1[CH:7]=[C:8]2[CH:14]=[N:13][N:12](CC3C=CN=CC=3)[C:9]2=[N:10][CH:11]=1)=[O:5])[CH3:2].[Se](=O)=[O:23]>C(O)(=O)C.O>[CH2:1]([O:3][C:4]([C:6]1[C:7]([OH:23])=[C:8]2[CH:14]=[N:13][NH:12][C:9]2=[N:10][CH:11]=1)=[O:5])[CH3:2]. Procedure: 3 g of 4-hydroxy-1-(4-picolyl-1H-pyrazolo[3,4-b]pyridine- 5-carboxylic acid ethyl ester (0.01 mol) is dissolved in 20 ml of acetic acid, 2.2 g of selenium dioxide (0.02 mol) and 2-3 drops of water are added. The mixture is refluxed for 30 minutes and then filtered off. 4-Hydroxy-1H-pyrazolo[3,4-b]pyridine-5-carboxylic acid ethyl ester precipitates on cooling. Recrystallization from acetic acid yields 1.8 g (87%), m.p. 275°.